Dataset: the Open Reaction Database (ORD), a public repository of structured organic reaction records. Task: describe an organic reaction: reactants, conditions, products, and yield Starting materials: CC(C)O, CCOC(=O)CCCc1nccc2c(-c3noc(-c4cnc(OC(C)C)c(Cl)c4)n3)cccc12, [Na+], [OH-], O. Yields the product CC(C)Oc1ncc(-c2nc(-c3cccc4c(CCCC(=O)O)nccc34)no2)cc1Cl. Reaction SMILES: [CH:37]([OH:38])([CH3:39])[CH3:40].[Cl:3][c:4]1[cH:5][c:6](-[c:14]2[n:15][c:16](-[c:19]3[c:20]4[cH:21][cH:22][n:23][c:24]([CH2:29][CH2:30][CH2:31][C:32](=[O:33])[O:34][CH2:35][CH3:36])[c:25]4[cH:26][cH:27][cH:28]3)[n:17][o:18]2)[cH:7][n:8][c:9]1[O:10][CH:11]([CH3:12])[CH3:13].[Na+:2].[OH-:1].[OH2:41]>>[Cl:3][c:4]1[cH:5][c:6](-[c:14]2[n:15][c:16](-[c:19]3[c:20]4[cH:21][cH:22][n:23][c:24]([CH2:29][CH2:30][CH2:31][C:32](=[O:33])[OH:34])[c:25]4[cH:26][cH:27][cH:28]3)[n:17][o:18]2)[cH:7][n:8][c:9]1[O:10][CH:11]([CH3:12])[CH3:13].